Dataset: the Open Reaction Database (ORD), a public repository of structured organic reaction records. Task: describe an organic reaction: reactants, conditions, products, and yield Reactants: Brc1ncccn1, CC(=O)N1c2ccc(C#C[Si](C(C)C)(C(C)C)C(C)C)cc2C(N)CC1C, Cc1ccccc1, CC(C)(C)[O-], CN(C)c1ccccc1-c1ccccc1P(C1CCCCC1)C1CCCCC1, Cl, [Na+], O=C(C=Cc1ccccc1)C=Cc1ccccc1, O=C(C=Cc1ccccc1)C=Cc1ccccc1, O=C(C=Cc1ccccc1)C=Cc1ccccc1, [Pd], [Pd]. Yields the product CC(=O)N1c2ccc(C#C[Si](C(C)C)(C(C)C)C(C)C)cc2C(Nc2ncccn2)CC1C. Reaction SMILES: [Br:29][c:30]1[n:31][cH:32][cH:33][cH:34][n:35]1.[C:2]([CH3:3])(=[O:4])[N:5]1[CH:6]([CH3:28])[CH2:7][CH:8]([NH2:27])[c:9]2[cH:10][c:11]([C:15]#[C:16][Si:17]([CH:18]([CH3:19])[CH3:20])([CH:21]([CH3:22])[CH3:23])[CH:24]([CH3:25])[CH3:26])[cH:12][cH:13][c:14]21.[CH3:126][c:127]1[cH:128][cH:129][cH:130][cH:131][cH:132]1.[CH3:36][C:37]([CH3:38])([O-:39])[CH3:40].[CH3:42][N:43]([CH3:44])[c:45]1[cH:46][cH:47][cH:48][cH:49][c:50]1-[c:51]1[cH:52][cH:53][cH:54][cH:55][c:56]1[P:57]([CH:58]1[CH2:59][CH2:60][CH2:61][CH2:62][CH2:63]1)[CH:64]1[CH2:65][CH2:66][CH2:67][CH2:68][CH2:69]1.[ClH:1].[Na+:41].[O:108]=[C:109]([CH:110]=[CH:111][c:112]1[cH:113][cH:114][cH:115][cH:116][cH:117]1)[CH:118]=[CH:119][c:120]1[cH:121][cH:122][cH:123][cH:124][cH:125]1.[O:72]=[C:73]([CH:74]=[CH:75][c:76]1[cH:77][cH:78][cH:79][cH:80][cH:81]1)[CH:82]=[CH:83][c:84]1[cH:85][cH:86][cH:87][cH:88][cH:89]1.[O:90]=[C:91]([CH:92]=[CH:93][c:94]1[cH:95][cH:96][cH:97][cH:98][cH:99]1)[CH:100]=[CH:101][c:102]1[cH:103][cH:104][cH:105][cH:106][cH:107]1.[Pd:70].[Pd:71]>>[C:2]([CH3:3])(=[O:4])[N:5]1[CH:6]([CH3:28])[CH2:7][CH:8]([NH:27][c:30]2[n:31][cH:32][cH:33][cH:34][n:35]2)[c:9]2[cH:10][c:11]([C:15]#[C:16][Si:17]([CH:18]([CH3:19])[CH3:20])([CH:21]([CH3:22])[CH3:23])[CH:24]([CH3:25])[CH3:26])[cH:12][cH:13][c:14]21. Starting materials: ClC1=CC(=NC2=CC=C(C=C12)C)N1CCS(C2=C(C1)C=CC=C2)(=O)=O (4-(4-chloro-6-methylquinolin-2-yl)-2,3,4,5-tetrahydro-1,4-benzothiazepine 1,1-dioxide), NCC1(COC1)N(CC1=CC=CC=C1)CC1=CC=CC=C1 (3-(aminomethyl)-N,N-dibenzyloxetan-3-amine). The product is NC1(COC1)CNC1=CC(=NC2=CC=C(C=C12)C)N1CCS(C2=C(C1)C=CC=C2)(=O)=O (N-[(3-Amino oxetan-3-yl)methyl]-2-(1,1-dioxido-2,3-dihydro-1,4-benzothiazepin-4(5H)-yl)-6-methylquinolin-4-amine). Reaction SMILES: Cl[C:2]1[C:11]2[C:6](=[CH:7][CH:8]=[C:9]([CH3:12])[CH:10]=2)[N:5]=[C:4]([N:13]2[CH2:19][C:18]3[CH:20]=[CH:21][CH:22]=[CH:23][C:17]=3[S:16](=[O:25])(=[O:24])[CH2:15][CH2:14]2)[CH:3]=1.[NH2:26][CH2:27][C:28]1([N:32](CC2C=CC=CC=2)CC2C=CC=CC=2)[CH2:31][O:30][CH2:29]1>>[NH2:32][C:28]1([CH2:27][NH:26][C:2]2[C:11]3[C:6](=[CH:7][CH:8]=[C:9]([CH3:12])[CH:10]=3)[N:5]=[C:4]([N:13]3[CH2:19][C:18]4[CH:20]=[CH:21][CH:22]=[CH:23][C:17]=4[S:16](=[O:25])(=[O:24])[CH2:15][CH2:14]3)[CH:3]=2)[CH2:31][O:30][CH2:29]1. Procedure: The title compound was prepared in analogy to Example 2-1 in Scheme 4 by using 4-(4-chloro-6-methylquinolin-2-yl)-2,3,4,5-tetrahydro-1,4-benzothiazepine 1,1-dioxide (prepared in analogy to the one in Example 2-1) and 3-(aminomethyl)-N,N-dibenzyloxetan-3-amine. MS obsd. (ESI+) [(M+H)+] 439, 1H NMR (400 MHz, CD3OD) δ ppm 7.98 (dd, J=1.2, 7.6 Hz, 1 H), 7.90 (d, J=6.8 Hz, 1 H), 7.66 (s, 1 H), 7.62 (td, J=1.2, 7.6 Hz, 1 H), 7.47-7.43 (m, 2 H), 7.30 (dd, J=1.6, 8.4 Hz, 1 H), 6.20 (s, 1 H), 5.18 (s, 2 ... The reactants are OC1=CC=2C(C3=CC=CC=C3SC2C=C1)=O (2-hydroxythioxanthone), BrCC(=O)OCC (ethyl bromoacetate). The product is ethyl ester, C(=O)(O)COC1=CC=2C(C3=CC=CC=C3SC2C=C1)=O (2-carboxymethoxythioxanthone). Yield: 75.0%. RXN SMILES: [OH:1][C:2]1[CH:15]=[CH:14][C:13]2[S:12][C:11]3[C:6](=[CH:7][CH:8]=[CH:9][CH:10]=3)[C:5](=[O:16])[C:4]=2[CH:3]=1.Br[CH2:18][C:19]([O:21]CC)=[O:20]>>[C:19]([CH2:18][O:1][C:2]1[CH:15]=[CH:14][C:13]2[S:12][C:11]3[C:6](=[CH:7][CH:8]=[CH:9][CH:10]=3)[C:5](=[O:16])[C:4]=2[CH:3]=1)([OH:21])=[O:20]. Procedure details: An example of a conventional synthetic route to 2-carboxymethoxythioxanthone involves three stages. Firstly, phenol is reacted with dithiobisbenzoic acid to produce 2-hydroxythioxanthone in a 60% yield. Secondly, the 2-hydroxythioxanthone is reacted with ethyl bromoacetate to produce the ethyl ester of 2-carboxymethoxythioxanthone in 75% yield. Thirdly, the ester is hydrolysed by acidification to produce the desired product in 90% yield. These three stages form an inefficient and time-consuming ... Reactants: OC[C@H](O)[C@@H](O)[C@H](O)[C@H](O)CO (sorbitol), pectin. Solvent: O (water). Product: solids, OC[C@H](O)[C@@H](O)[C@H](O)[C@H](O)CO (sorbitol), C([C@@H]1[C@H]([C@@H]([C@H]([C@H](O1)O[C@H]([C@@H](CO)O)[C@@H]([C@H](CO)O)O)O)O)O)O (maltitol). Isolated yield 25.0%. Reaction SMILES: [OH:1][CH2:2][C@@H:3]([C@H:5]([C@@H:7]([C@@H:9]([CH2:11][OH:12])[OH:10])[OH:8])[OH:6])[OH:4]>O>[OH:12][CH2:11][C@@H:9]([C@H:7]([C@@H:5]([C@@H:3]([CH2:2][OH:1])[OH:4])[OH:6])[OH:8])[OH:10].[CH2:11]([OH:12])[C@H:9]1[O:10][C@H:2]([O:1][C@@H:7]([C@H:5]([OH:6])[C@@H:3]([OH:4])[CH2:2][OH:1])[C@H:9]([OH:10])[CH2:11][OH:12])[C@H:3]([OH:4])[C@@H:5]([OH:6])[C@@H:7]1[OH:8]. Reported procedure: A center fill for chewing gum in accordance with the present invention is prepared by dispersing pectin in water, adding sorbitol solution (70%) and mixing thoroughly. Thereafter, hydrogenated starch hydrolysate (formed of 75% solids including 7% sorbitol and 25% maltitol) is added slowly with mixing. The mixture is then heated to drive off moisture to form a solution having 76% by weight solids dissolved therein. Flavor oil is then added together with propylene glycol and coloring to form the c... Reactants: O=C([O-])[O-], CN(C)C=O, Sc1ccccc1Cl, [K+], [K+], CCOC(=O)Cc1cccc(Cl)c1[N+](=O)[O-], O. The product is CCOC(=O)Cc1cccc(Sc2ccccc2Cl)c1[N+](=O)[O-]. RXN SMILES: [C:25](=[O:26])([O-:27])[O-:28].[CH3:31][N:32]([CH3:33])[CH:34]=[O:35].[Cl:1][c:2]1[c:3]([SH:8])[cH:4][cH:5][cH:6][cH:7]1.[K+:29].[K+:30].[N+:9](=[O:10])([O-:11])[c:12]1[c:13]([CH2:19][C:20](=[O:21])[O:22][CH2:23][CH3:24])[cH:14][cH:15][cH:16][c:17]1[Cl:18].[OH2:36]>>[Cl:1][c:2]1[c:3]([S:8][c:17]2[c:12]([N+:9](=[O:10])[O-:11])[c:13]([CH2:19][C:20](=[O:21])[O:22][CH2:23][CH3:24])[cH:14][cH:15][cH:16]2)[cH:4][cH:5][cH:6][cH:7]1. Starting materials: OC(CNCCNCCN)CCCCCCCCCCCCCC (N-(2-hydroxy)hexadecyldiethylenetriamine), C(CC(=O)C)(=O)OC (methyl acetoacetate). Product: OC(CNCCN1CCN=C(CC1=O)C)CCCCCCCCCCCCCC (4-(2-hydroxyhexadecyl)aminoethyl-7-methyl-3,6-dihydro-2H-1,4-diazepin-5-one). RXN SMILES: [OH:1][CH:2]([CH2:11][CH2:12][CH2:13][CH2:14][CH2:15][CH2:16][CH2:17][CH2:18][CH2:19][CH2:20][CH2:21][CH2:22][CH2:23][CH3:24])[CH2:3][NH:4][CH2:5][CH2:6][NH:7][CH2:8][CH2:9][NH2:10].[C:25](OC)(=[O:30])[CH2:26][C:27]([CH3:29])=O>>[OH:1][CH:2]([CH2:11][CH2:12][CH2:13][CH2:14][CH2:15][CH2:16][CH2:17][CH2:18][CH2:19][CH2:20][CH2:21][CH2:22][CH2:23][CH3:24])[CH2:3][NH:4][CH2:5][CH2:6][N:7]1[C:25](=[O:30])[CH2:26][C:27]([CH3:29])=[N:10][CH2:9][CH2:8]1. Reported procedure: Into an apparatus similar to that in Example 1, were charged 339.5 g (1 mole) of N-(2-hydroxy)hexadecyldiethylenetriamine and 116.1 g (1 mole) of methyl acetoacetate. At 140° to 150° C., 18 g of water and 32 g of methanol were distilled off to obtain 4-(2-hydroxyhexadecyl)aminoethyl-7-methyl-3,6-dihydro-2H-1,4-diazepin-5-one.